Dataset: the Open Reaction Database (ORD), a public repository of structured organic reaction records. Task: describe an organic reaction: reactants, conditions, products, and yield Reactants: CCCc1[nH]cnc1CO, C1COCCO1. Yields the product CCCc1[nH]cnc1C=O. RXN SMILES: [CH2:1]([CH2:2][CH3:3])[c:4]1[c:5]([CH2:9][OH:10])[n:6][cH:7][nH:8]1.[O:11]1[CH2:12][CH2:13][O:14][CH2:15][CH2:16]1>>[CH2:1]([CH2:2][CH3:3])[c:4]1[c:5]([CH:9]=[O:10])[n:6][cH:7][nH:8]1. The reactants are CC(=O)C.OS(=O)(=O)O.O=[Cr](=O)=O (Jones reagent), C[C@@H]1[C@@H]2C([C@H](C[C@H]1O)C2)(C)C ((1R,2R,3R,5S)-2,6,6-trimethylbicyclo[3.1.1]heptan-3-ol), OS(=O)(=O)O (H2SO4), Cr2O3, resultant mixture. Run in CC(=O)C (acetone), O (water), O (H2O), O (H2O). The product is C[C@@H]1[C@@H]2C([C@H](CC1=O)C2)(C)C ((1R,2R,5S)-2,6,6-trimethylbicyclo[3.1.1]heptan-3-one). Isolated yield 93.3%. Reaction SMILES: OS(O)(=O)=O.CC(C)=O.OS(O)(=O)=O.O=[Cr](=O)=O.[CH3:19][C@H:20]1[C@H:25]([OH:26])[CH2:24][C@@H:23]2[CH2:27][C@H:21]1[C:22]2([CH3:29])[CH3:28]>O.CC(C)=O>[CH3:19][C@H:20]1[C:25](=[O:26])[CH2:24][C@@H:23]2[CH2:27][C@H:21]1[C:22]2([CH3:28])[CH3:29] |f:1.2.3|. Procedure: add a mixture of 9 ml of H2SO4 and 40 ml of H2O to a solution of Cr2O3 (15.0 g, 0.15 mol) in H2O (20 mL) at 0° C. Add dropwise the above Jones reagent to a solution of (1R,2R,3R,5S)-2,6,6-trimethylbicyclo[3.1.1]heptan-3-ol (23.1 g, 0.15 mol) in acetone (100 mL) over a period for 2 hours at 0° C. Stir the resultant mixture for additional 1 hour. Dilute the mixture with 100 mL of water and then extract the aqueous mixture with ether (50 mL×3). The combined organic layers are washed with brine (20 ... The reactants are crude product, [Br-].C(C(=O)C1=CC=CC=C1)C=1[SH+]C=CC1 (phenacylthiophenium bromide), FC(C(C(C(F)(F)F)(F)F)(F)F)(S(=O)(=O)[O-])F.[K+] (potassium perfluorobutanesulfonate). Solvent: O (water), O (water), CO (methanol), O (water). Reaction conditions: temperature 100 celsius. Yields the product FC(C(C(C(F)(F)F)(F)F)(F)F)(S(=O)(=O)[O-])F.C(C(=O)C1=CC=CC=C1)C=1[SH+]C=CC1 (phenacylthiophenium perfluorobutanesulfonate). The yield is 87.7%. Reaction SMILES: [F:1][C:2]([F:17])([S:13]([O-:16])(=[O:15])=[O:14])[C:3]([F:12])([F:11])[C:4]([F:10])([F:9])[C:5]([F:8])([F:7])[F:6].[K+].[Br-].[CH2:20]([C:29]1[SH+:30][CH:31]=[CH:32][CH:33]=1)[C:21]([C:23]1[CH:28]=[CH:27][CH:26]=[CH:25][CH:24]=1)=[O:22]>O.CO>[F:17][C:2]([F:1])([S:13]([O-:16])(=[O:15])=[O:14])[C:3]([F:11])([F:12])[C:4]([F:10])([F:9])[C:5]([F:8])([F:7])[F:6].[CH2:20]([C:29]1[SH+:30][CH:31]=[CH:32][CH:33]=1)[C:21]([C:23]1[CH:28]=[CH:27][CH:26]=[CH:25][CH:24]=1)=[O:22] |f:0.1,2.3,6.7|. Procedure: In a mixed solvent of 200 ml of water and 200 ml of methanol was dissolved 60 g of potassium perfluorobutanesulfonate, and to the solution was added a solution containing 49,5 g of phenacylthiophenium bromide dissolved in 300 ml of water. The aqueous solution was extracted twice with each 200 ml of chloroform, and the organic phase was washed with water and concentrated to obtain a crude product. To the crude product was added 300 ml of distilled water, the mixture was heated at 100° C. for 30 m... The reactants are N(=C=O)CC=1C=C(C=CC1)C1=NN(C=N1)C1=CC=C(C=C1)OC(F)(F)F (3-(3-(isocyanatomethyl)phenyl)-1-(4-(trifluoromethoxy)phenyl)-1H-1,2,4-triazole), C1(=C(C=CC=C1)NC(=S)N)C (1-(o-tolyl)thiourea). The product is C1(=C(C=CC=C1)NC(=S)NC(=O)NCC1=CC(=CC=C1)C1=NN(C=N1)C1=CC=C(C=C1)OC(F)(F)F)C (1-(o-tolylcarbamothioyl)-3-[[3-[1-[4-(trifluoromethoxy)phenyl]-1H-1,2,4-triazol-3-yl]phenyl]methyl]urea), solid. The yield is 37.0%. RXN SMILES: [N:1]([CH2:4][C:5]1[CH:6]=[C:7]([C:11]2[N:15]=[CH:14][N:13]([C:16]3[CH:21]=[CH:20][C:19]([O:22][C:23]([F:26])([F:25])[F:24])=[CH:18][CH:17]=3)[N:12]=2)[CH:8]=[CH:9][CH:10]=1)=[C:2]=[O:3].[C:27]1([CH3:37])[CH:32]=[CH:31][CH:30]=[CH:29][C:28]=1[NH:33][C:34]([NH2:36])=[S:35]>>[C:27]1([CH3:37])[CH:32]=[CH:31][CH:30]=[CH:29][C:28]=1[NH:33][C:34]([NH:36][C:2]([NH:1][CH2:4][C:5]1[CH:10]=[CH:9][CH:8]=[C:7]([C:11]2[N:15]=[CH:14][N:13]([C:16]3[CH:21]=[CH:20][C:19]([O:22][C:23]([F:25])([F:24])[F:26])=[CH:18][CH:17]=3)[N:12]=2)[CH:6]=1)=[O:3])=[S:35]. Reported procedure: The title compound was prepared as described in Example 75 using 3-(3-(isocyanatomethyl)phenyl)-1-(4-(trifluoromethoxy)phenyl)-1H-1,2,4-triazole (CB34) and 1-(o-tolyl)thiourea and isolated as an off-white solid (0.148 g, 37%). Yields the product CCC(C)CNC(=O)c1ccc(-c2cc(-c3nnc(C)o3)ccc2C)cc1. As a reaction SMILES: [CH3:1][c:2]1[c:3](-[c:14]2[cH:15][cH:16][c:17]([C:20](=[O:21])[OH:22])[cH:18][cH:19]2)[cH:4][c:5](-[c:8]2[o:9][c:10]([CH3:13])[n:11][n:12]2)[cH:6][cH:7]1.[CH3:34][N:35]([CH3:36])[CH2:37][CH2:38][CH2:39][N:40]=[C:41]=[N:42][CH2:43][CH3:44].[CH3:45][CH:46]([CH2:47][NH2:48])[CH2:49][CH3:50].[ClH:33].[O:51]=[CH:52][N:53]([CH3:54])[CH3:55].[OH:23][n:24]1[c:25]2[c:26]([cH:27][cH:28][cH:29][cH:30]2)[n:31][n:32]1>>[CH3:1][c:2]1[c:3](-[c:14]2[cH:15][cH:16][c:17]([C:20](=[O:22])[NH:48][CH2:47][CH:46]([CH3:45])[CH2:49][CH3:50])[cH:18][cH:19]2)[cH:4][c:5](-[c:8]2[o:9][c:10]([CH3:13])[n:11][n:12]2)[cH:6][cH:7]1. Reactants: Cc1nnc(-c2ccc(C)c(-c3ccc(C(=O)O)cc3)c2)o1, CCN=C=NCCCN(C)C, CCC(C)CN, Cl, CN(C)C=O, On1nnc2ccccc21.